This data is from the Open Reaction Database (ORD), a public repository of structured organic reaction records. The task is: describe an organic reaction: reactants, conditions, products, and yield Starting materials: hydrochloride salt, CC1=CC=C(C=C1)S(=O)(=O)OCC1OC2=C(C1)C=C(C=C2C2=C(C=C(C=C2)Cl)Cl)Cl ((±)-[5-chloro-7-(2,4-dichlorophenyl)-2,3-dihydro-1-benzofuran-2-yl]methyl 4-methylbenzenesulfonate), CN (methylamine). Product: ClC=1C=C(C2=C(CC(O2)CNC)C1)C1=C(C=C(C=C1)Cl)Cl ((±)-{[5-chloro-7-(2,4-dichlorophenyl)-2,3-dihydro-1-benzofuran-2-yl]methyl}methylamine). Reaction SMILES: CC1C=CC(S(O[CH2:12][CH:13]2[CH2:17][C:16]3[CH:18]=[C:19]([Cl:30])[CH:20]=[C:21]([C:22]4[CH:27]=[CH:26][C:25]([Cl:28])=[CH:24][C:23]=4[Cl:29])[C:15]=3[O:14]2)(=O)=O)=CC=1.[CH3:31][NH2:32]>>[Cl:30][C:19]1[CH:20]=[C:21]([C:22]2[CH:27]=[CH:26][C:25]([Cl:28])=[CH:24][C:23]=2[Cl:29])[C:15]2[O:14][CH:13]([CH2:12][NH:32][CH3:31])[CH2:17][C:16]=2[CH:18]=1. Procedure details: The title compound was prepared (0.059 g, 57%) following the general procedure of Example 390 as a white solid, hydrochloride salt from (±)-[5-chloro-7-(2,4-dichlorophenyl)-2,3-dihydro-1-benzofuran-2-yl]methyl 4-methylbenzenesulfonate (0.135 g, 0.28 mmol) and methylamine (0.086 g, 2.8 mmol). mp 202-204° C.